Dataset: the Open Reaction Database (ORD), a public repository of structured organic reaction records. Task: describe an organic reaction: reactants, conditions, products, and yield RXN SMILES: [CH2:1]([N:3]([CH3:24])[C:4]([CH:6]1[CH2:9][C:8]([C:11]2[CH:16]=[CH:15][C:14]([CH2:17][N:18]3[CH2:22][CH2:21][CH2:20][CH2:19]3)=[C:13]([F:23])[CH:12]=2)(O)[CH2:7]1)=[O:5])[CH3:2].[F:25][C:26]([F:31])([F:30])[C:27]([OH:29])=[O:28]>ClCCCl>[F:25][C:26]([F:31])([F:30])[C:27]([OH:29])=[O:28].[CH2:1]([N:3]([CH3:24])[C:4]([CH:6]1[CH2:9][C:8]([C:11]2[CH:16]=[CH:15][C:14]([CH2:17][N:18]3[CH2:22][CH2:21][CH2:20][CH2:19]3)=[C:13]([F:23])[CH:12]=2)=[CH:7]1)=[O:5])[CH3:2] |f:3.4|. Solvent: ClCCCl (1,2-dichloroethane). Reactants: C(C)N(C(=O)C1CC(C1)(O)C1=CC(=C(C=C1)CN1CCCC1)F)C (3-(3-Fluoro-4-pyrrolidin-1-ylmethyl-phenyl)-3-hydroxy-cyclobutanecarboxylic acid ethyl-methyl-amide), FC(C(=O)O)(F)F (trifluoroacetic acid). The product is oil ( 94.46 ), FC(C(=O)O)(F)F.C(C)N(C(=O)C1C=C(C1)C1=CC(=C(C=C1)CN1CCCC1)F)C (N-ethyl-3-(3-fluoro-4-(pyrrolidin-1-ylmethyl)phenyl)-N-methylcyclobut-2-enecarboxamide trifluoroacetate salt). Procedure: 3-(3-Fluoro-4-pyrrolidin-1-ylmethyl-phenyl)-3-hydroxy-cyclobutanecarboxylic acid ethyl-methyl-amide (Example 14, 35.15 g, 105.1 mmol) was dissolved in a mixture of 1,2-dichloroethane (1 L) and trifluoroacetic acid (150 mL) and refluxed for 16 h. The resulting dark brown solution was cooled and concentrated to yield a brown oil (94.46) of crude title compound, N-ethyl-3-(3-fluoro-4-(pyrrolidin-1-ylmethyl)phenyl)-N-methylcyclobut-2-enecarboxamide trifluoroacetate salt, with residual TFA, which was... The reactants are CCN=C=NCCCN(C)C, COc1cc2ncnc(Oc3ccc(OCC(=O)O)cc3)c2cc1OC, COc1cccc(N)c1, ClC(Cl)Cl, Cl, [Na+], O, On1nnc2ccccc21, O=C([O-])O. The product is COc1cccc(NC(=O)COc2ccc(Oc3ncnc4cc(OC)c(OC)cc34)cc2)c1. As a reaction SMILES: [CH2:28]([N:29]=[C:30]=[N:31][CH2:32][CH2:33][CH2:34][N:35]([CH3:36])[CH3:37])[CH3:38].[CH3:1][O:2][c:3]1[cH:4][c:5]2[c:6]([O:15][c:16]3[cH:17][cH:18][c:19]([O:20][CH2:21][C:22](=[O:23])[OH:24])[cH:25][cH:26]3)[n:7][cH:8][n:9][c:10]2[cH:11][c:12]1[O:13][CH3:14].[CH3:50][O:51][c:52]1[cH:53][c:54]([NH2:58])[cH:55][cH:56][cH:57]1.[CH:64]([Cl:65])([Cl:66])[Cl:67].[ClH:27].[Na+:59].[OH2:49].[OH:39][n:40]1[c:41]2[c:42]([cH:43][cH:44][cH:45][cH:46]2)[n:47][n:48]1.[OH:60][C:61](=[O:62])[O-:63]>>[CH3:1][O:2][c:3]1[cH:4][c:5]2[c:6]([O:15][c:16]3[cH:17][cH:18][c:19]([O:20][CH2:21][C:22](=[O:23])[NH:58][c:54]4[cH:53][c:52]([O:51][CH3:50])[cH:57][cH:56][cH:55]4)[cH:25][cH:26]3)[n:7][cH:8][n:9][c:10]2[cH:11][c:12]1[O:13][CH3:14]. Starting materials: O=C([O-])[O-], CCCc1cnc(N2CCC(CS(=O)(=O)[O-])CC2)nc1, CCOC(C)=O, O=c1cc(O)c(Cl)c[nH]1, [Cs+], [Cs+], CN(C)C=O. Yields the product CCCc1cnc(N2CCC(Oc3cc(=O)[nH]cc3Cl)CC2)nc1. RXN SMILES: [C:30](=[O:31])([O-:32])[O-:33].[CH2:1]([CH2:2][CH3:3])[c:4]1[cH:5][n:6][c:7]([N:10]2[CH2:11][CH2:12][CH:13]([CH2:16][S:17]([O-:18])(=[O:19])=[O:20])[CH2:14][CH2:15]2)[n:8][cH:9]1.[CH3:41][CH2:42][O:43][C:44]([CH3:45])=[O:46].[Cl:21][c:22]1[c:23]([OH:29])[cH:24][c:25](=[O:28])[nH:26][cH:27]1.[Cs+:34].[Cs+:35].[O:36]=[CH:37][N:38]([CH3:39])[CH3:40]>>[CH2:1]([CH2:2][CH3:3])[c:4]1[cH:5][n:6][c:7]([N:10]2[CH2:11][CH2:12][CH:13]([O:29][c:23]3[c:22]([Cl:21])[cH:27][nH:26][c:25](=[O:28])[cH:24]3)[CH2:14][CH2:15]2)[n:8][cH:9]1. Starting materials: O=C([O-])[O-], CCCCN(Cc1ccc(-c2ccccc2S(=O)(=O)NC(C)(C)C)cc1)C(=O)Cl, Oc1ccccc1C(F)(F)F, [K+], [K+], CN(C)C=O. Yields the product CCCCN(Cc1ccc(-c2ccccc2S(=O)(=O)NC(C)(C)C)cc1)C(=O)Oc1ccccc1C(F)(F)F. RXN SMILES: [C:41](=[O:42])([O-:43])[O-:44].[CH2:1]([CH2:2][CH2:3][CH3:4])[N:5]([C:6](=[O:7])[Cl:8])[CH2:9][c:10]1[cH:11][cH:12][c:13](-[c:16]2[c:17]([S:22]([NH:23][C:24]([CH3:25])([CH3:26])[CH3:27])(=[O:28])=[O:29])[cH:18][cH:19][cH:20][cH:21]2)[cH:14][cH:15]1.[F:30][C:31]([c:32]1[cH:33][cH:34][cH:35][cH:36][c:37]1[OH:38])([F:39])[F:40].[K+:45].[K+:46].[O:47]=[CH:48][N:49]([CH3:50])[CH3:51]>>[CH2:1]([CH2:2][CH2:3][CH3:4])[N:5]([C:6](=[O:7])[O:38][c:37]1[c:32]([C:31]([F:30])([F:39])[F:40])[cH:33][cH:34][cH:35][cH:36]1)[CH2:9][c:10]1[cH:11][cH:12][c:13](-[c:16]2[c:17]([S:22]([NH:23][C:24]([CH3:25])([CH3:26])[CH3:27])(=[O:28])=[O:29])[cH:18][cH:19][cH:20][cH:21]2)[cH:14][cH:15]1. Reactants: C(C)C1=CC(=NN1C)C(=O)OCC (Ethyl 5-ethyl-1-methylpyrazole-3-carboxylate), [OH-].[Na+] (sodium hydroxide). Solvent: C(C)O (ethanol), O (water). Yields the product C(C)C1=CC(=NN1C)C(=O)O (5-Ethyl-1-methylpyrazole-3-carboxylic acid). Yield: 46.9%. RXN SMILES: [CH2:1]([C:3]1[N:7]([CH3:8])[N:6]=[C:5]([C:9]([O:11]CC)=[O:10])[CH:4]=1)[CH3:2].[OH-].[Na+]>C(O)C.O>[CH2:1]([C:3]1[N:7]([CH3:8])[N:6]=[C:5]([C:9]([OH:11])=[O:10])[CH:4]=1)[CH3:2] |f:1.2|. Procedure: Ethyl 5-ethyl-1-methylpyrazole-3-carboxylate (6.86 g) in ethanol (70 ml) was treated with sodium hydroxide (1.58 g) in water (30 ml) and heated under reflux for 6 h. The solution was concentrated and the aqueous phase washed with ethyl acetate before adding dichloromethane (50 ml). The solution was acidified with 5M hydrochloric acid, and the mixture exhaustively extracted with dichloromethane. The remaining undissolved solid was filtered off suspended in water and the pH adjusted to 6 with satu... Starting materials: C(C1=CC=CC=C1)OC(=O)N(C=1C=CC(=NC1)OC1=CC=C(C=C1)CCC(=O)OCC)CCOC (ethyl 3-(4-{5[benzyloxycarbonyl(2-methoxyethyl)amino]pyridin-2-yloxy}phenyl}propionate). The reagents and catalysts are [C].[Pd] (palladium-carbon). Solvent: C(C)O.C(C)(=O)OCC (ethanol ethyl acetate). Reaction conditions: time 3 hour. The product is COCCNC=1C=CC(=NC1)OC1=CC=C(C=C1)CCC(=O)OCC (ethyl 3-{4-[5-(2-methoxyethylamino)-pyridin-2-yloxy]phenyl}propionate). The yield is 94.0%. RXN SMILES: C(OC([N:11]([CH2:32][CH2:33][O:34][CH3:35])[C:12]1[CH:13]=[CH:14][C:15]([O:18][C:19]2[CH:24]=[CH:23][C:22]([CH2:25][CH2:26][C:27]([O:29][CH2:30][CH3:31])=[O:28])=[CH:21][CH:20]=2)=[N:16][CH:17]=1)=O)C1C=CC=CC=1>C(O)C.C(OCC)(=O)C.[C].[Pd]>[CH3:35][O:34][CH2:33][CH2:32][NH:11][C:12]1[CH:13]=[CH:14][C:15]([O:18][C:19]2[CH:24]=[CH:23][C:22]([CH2:25][CH2:26][C:27]([O:29][CH2:30][CH3:31])=[O:28])=[CH:21][CH:20]=2)=[N:16][CH:17]=1 |f:1.2,3.4|. Procedure: To a solution of ethyl 3-(4-{5[benzyloxycarbonyl(2-methoxyethyl)amino]pyridin-2-yloxy}phenyl}propionate (1.82 g, 3.8 mmol) in ethanol-ethyl acetate (10 mL-10 mL) was added under a nitrogen atmosphere 10% palladium-carbon (0.2 g), and the resulting solution was stirred for 3 hours under a hydrogen atmosphere at atmospheric pressure. The palladium-carbon was filtered off through Celite, and the filtrate was evaporated to yield 1.23 g of the title compound. Reactants: C([C@@H]1[C@H]([C@@H]([C@H]([C@@H](O1)O[C@@H]2[C@H](O[C@H]([C@@H]([C@H]2O)O)O)CO)O)O)O)O (cellobiose), C(C(O)C)(=O)O (lactic acid). The product is O=C[C@H](O)[C@@H](O)[C@H](O)[C@H](O)CO.O=C[C@H](O)[C@@H](O)[C@H](O)CO.C([C@@H]1[C@H]([C@@H]([C@H]([C@@H](O1)O[C@@H]2[C@H](O[C@H]([C@@H]([C@H]2O)O)O)CO)O)O)O)O (Glucose Xylose Cellobiose). Reaction SMILES: [CH2:1]([OH:23])[C@H:2]1[O:7][C@@H:6]([O:8][C@H:9]2[C@H:14]([OH:15])[C@@H:13]([OH:16])[C@H:12]([OH:17])[O:11][C@@H:10]2[CH2:18][OH:19])[C@H:5]([OH:20])[C@@H:4]([OH:21])[C@@H:3]1[OH:22].C(O)(=O)C(C)O>>[O:8]=[CH:6][C@@H:5]([C@H:4]([C@@H:3]([C@@H:2]([CH2:1][OH:23])[OH:7])[OH:22])[OH:21])[OH:20].[O:7]=[CH:2][C@@H:3]([C@H:4]([C@@H:5]([CH2:6][OH:8])[OH:20])[OH:21])[OH:22].[CH2:1]([OH:23])[C@H:2]1[O:7][C@@H:6]([O:8][C@H:9]2[C@H:14]([OH:15])[C@@H:13]([OH:16])[C@H:12]([OH:17])[O:11][C@@H:10]2[CH2:18][OH:19])[C@H:5]([OH:20])[C@@H:4]([OH:21])[C@@H:3]1[OH:22] |f:2.3.4|. Procedure: In the same manner as that used in A of this example, except that cellobiose was further added, the lactic acid fermentation from the mixture was examined. The reactants are [Br-], BrCCCBr, O=C([O-])[O-], CCCC[N+](CCCC)(CCCC)CCCC, Cc1ccccc1, [K+], [K+], COC(=O)c1ccc(CCC(C=Cc2ccccc2O)Cc2ccc(C(=O)OC)cc2)cc1. The product is COC(=O)c1ccc(CCC(C=Cc2ccccc2OCCCBr)Cc2ccc(C(=O)OC)cc2)cc1. RXN SMILES: [Br-:45].[Br:1][CH2:2][CH2:3][CH2:4][Br:5].[C:6](=[O:7])([O-:8])[O-:9].[CH3:46][CH2:47][CH2:48][CH2:49][N+:50]([CH2:51][CH2:52][CH2:53][CH3:54])([CH2:55][CH2:56][CH2:57][CH3:58])[CH2:59][CH2:60][CH2:61][CH3:62].[CH3:63][c:64]1[cH:65][cH:66][cH:67][cH:68][cH:69]1.[K+:10].[K+:11].[OH:12][c:13]1[c:14]([CH:19]=[CH:20][CH:21]([CH2:22][CH2:23][c:24]2[cH:25][cH:26][c:27]([C:28](=[O:29])[O:30][CH3:31])[cH:32][cH:33]2)[CH2:34][c:35]2[cH:36][cH:37][c:38]([C:41](=[O:42])[O:43][CH3:44])[cH:39][cH:40]2)[cH:15][cH:16][cH:17][cH:18]1>>[Br:1][CH2:2][CH2:3][CH2:4][O:12][c:13]1[c:14]([CH:19]=[CH:20][CH:21]([CH2:22][CH2:23][c:24]2[cH:25][cH:26][c:27]([C:28](=[O:29])[O:30][CH3:31])[cH:32][cH:33]2)[CH2:34][c:35]2[cH:36][cH:37][c:38]([C:41](=[O:42])[O:43][CH3:44])[cH:39][cH:40]2)[cH:15][cH:16][cH:17][cH:18]1. The reactants are COC=1C[C@H]([C@@H](N1)CC1=CC=CC=C1)C (trans-3,4-dihydro-5-methoxy-3-methyl-2-(phenylmethyl)-2H-pyrrole), [Cl-].[NH4+] (ammonium chloride), title material. Solvent: CO (MeOH). Yields the product Cl.C[C@@H]1CC(N[C@H]1CC1=CC=CC=C1)=N ((±) (trans) 4-methyl-5-(phenylmethyl)pyrrolidin-2-imine, monohydrochloride). Reaction SMILES: CO[C:3]1[CH2:4][C@@H:5]([CH3:15])[C@H:6]([CH2:8][C:9]2[CH:14]=[CH:13][CH:12]=[CH:11][CH:10]=2)[N:7]=1.[Cl-:16].[NH4+:17]>CO>[ClH:16].[CH3:15][C@H:5]1[C@H:6]([CH2:8][C:9]2[CH:14]=[CH:13][CH:12]=[CH:11][CH:10]=2)[NH:7][C:3](=[NH:17])[CH2:4]1 |f:1.2,4.5|. Procedure: A solution of the title product of Example 63 (300 mg, 1.4 mmol) in MeOH (20 mL) was reacted with ammonium chloride (77 mg, 1.6 mmol) by the method of Example 5 followed by chromatography to generate the title material (240 mg, 75%).